Dataset: the Open Reaction Database (ORD), a public repository of structured organic reaction records. Task: describe an organic reaction: reactants, conditions, products, and yield The reactants are C(#N)C1=CC=C(C=NO)C=C1 (4-cyanobenzaldoxime), C(=C)CC(=O)O (vinyl acetic acid), Cl[O-].[Na+] (sodium hypochlorite). Run in O1CCCC1 (tetrahydrofuran). Conditions: time 8 hour. Yields the product 220g, C(#N)C1=CC=C(C=C1)C1=NOC(C1)CC(=O)O (3-(4-cyanophenyl)isoxazolin-5-ylacetic acid). RXN SMILES: [C:1]([C:3]1[CH:11]=[CH:10][C:6]([CH:7]=[N:8][OH:9])=[CH:5][CH:4]=1)#[N:2].[CH:12]([CH2:14][C:15]([OH:17])=[O:16])=[CH2:13].Cl[O-].[Na+]>O1CCCC1>[C:1]([C:3]1[CH:11]=[CH:10][C:6]([C:7]2[CH2:13][CH:12]([CH2:14][C:15]([OH:17])=[O:16])[O:9][N:8]=2)=[CH:5][CH:4]=1)#[N:2] |f:2.3|. Reported procedure: To a solution of 4-cyanobenzaldoxime (see Ex 43, Part A) (312 g, 2.13 mol) in tetrahydrofuran (3000 ml) at room temperature was added vinyl acetic acid (552 g, 6.41 mol). The yellow solution was cooled in an ice bath and sodium hypochlorite solution (5200 ml) was added in a dropwise fashion over 2h. After stirring overnight at room temperature the reaction was quenched with a 5% citric acid solution and diluted with 200 ml ether. The layers were separated and the aqueous acidified to pH 4 using ... Reactants: O (Water), ClC1=CC=C(C=C1)C1(CCN(CC1)CCC=C1C2=C(OCC3=C1C=CC=C3)C=CC(=C2)O)O (4-(4-Chlorophenyl)-1-[3-(6,11-dihydro-2-hydroxydibenz[b,e]oxepin-11-ylidene)propyl]piperidin-4-ol), [H-].[Na+] (sodium hydride), C(C)I (ethyl iodide). Run in C(C)(=O)OCC (ethyl acetate), CN(C)C=O (DMF). Reaction conditions: time 1 hour. Yields the product ClC1=CC=C(C=C1)C1(CCN(CC1)CCC=C1C2=C(OCC3=C1C=CC=C3)C=CC(=C2)OCC)O (4-(4-Chlorophenyl)-1-[3-(6,11-dihydro-2-ethoxydibenz[b,e]oxepin-11-ylidene)propyl]piperidin-4-ol). Reaction SMILES: [Cl:1][C:2]1[CH:7]=[CH:6][C:5]([C:8]2([OH:33])[CH2:13][CH2:12][N:11]([CH2:14][CH2:15][CH:16]=[C:17]3[C:23]4[CH:24]=[CH:25][CH:26]=[CH:27][C:22]=4[CH2:21][O:20][C:19]4[CH:28]=[CH:29][C:30]([OH:32])=[CH:31][C:18]3=4)[CH2:10][CH2:9]2)=[CH:4][CH:3]=1.[H-].[Na+].[CH2:36](I)[CH3:37].O>CN(C=O)C.C(OCC)(=O)C>[Cl:1][C:2]1[CH:7]=[CH:6][C:5]([C:8]2([OH:33])[CH2:9][CH2:10][N:11]([CH2:14][CH2:15][CH:16]=[C:17]3[C:23]4[CH:24]=[CH:25][CH:26]=[CH:27][C:22]=4[CH2:21][O:20][C:19]4[CH:28]=[CH:29][C:30]([O:32][CH2:36][CH3:37])=[CH:31][C:18]3=4)[CH2:12][CH2:13]2)=[CH:4][CH:3]=1 |f:1.2|. Reported procedure: To a solution of 4-(4-chlorophenyl)-1-[3-(6,11-dihydro-2-hydroxydibenz[b,e]oxepin-11-ylidene)propyl]piperidin-4-ol (Example 32)(200 mg) in DMF (5 ml) were added sodium hydride (60% in oil, 25 mg), ethyl iodide (0.052 ml) and the mixture was stirred at room temperature for 1 hour. Water and ethyl acetate were added to the reaction mixture, the organic layer was separated and washed with saturated aqueous sodium chloride, and dried with magnesium sulfate. The solvent was distilled off under reduce... Starting materials: C(C(C)C)C=1NC2=CC(=CC=C2C1)C(=O)OC (methyl 2-isobutylindole-6-carboxylate), C(C(C)C)(=O)Cl (isobutyryl chloride), ( 5 ). Procedure: Methyl 2-isobutyl-3-isobutyrylindole-6-carboxylate (246 mg) was prepared from methyl 2-isobutylindole-6-carboxylate (300 mg) and isobutyryl chloride (0.41 ml) in a similar manner to that of Preparation 1 (5). As a reaction SMILES: [CH2:1]([C:5]1[NH:6][C:7]2[C:12]([CH:13]=1)=[CH:11][CH:10]=[C:9]([C:14]([O:16][CH3:17])=[O:15])[CH:8]=2)[CH:2]([CH3:4])[CH3:3].[C:18](Cl)(=[O:22])[CH:19]([CH3:21])[CH3:20]>>[CH2:1]([C:5]1[NH:6][C:7]2[C:12]([C:13]=1[C:18](=[O:22])[CH:19]([CH3:21])[CH3:20])=[CH:11][CH:10]=[C:9]([C:14]([O:16][CH3:17])=[O:15])[CH:8]=2)[CH:2]([CH3:4])[CH3:3]. The product is C(C(C)C)C=1NC2=CC(=CC=C2C1C(C(C)C)=O)C(=O)OC (Methyl 2-isobutyl-3-isobutyrylindole-6-carboxylate). Reactants: [K+], [O-][Br+2]([O-])[O-], N#Cc1ccc(O)c([N+](=O)[O-])c1, O=S(=O)(O)O. Yields the product N#Cc1cc(Br)c(O)c([N+](=O)[O-])c1. Reaction SMILES: [K+:13].[O-:14][Br+2:15]([O-:16])[O-:17].[OH:1][c:2]1[c:3]([N+:10](=[O:11])[O-:12])[cH:4][c:5]([C:6]#[N:7])[cH:8][cH:9]1.[S:18](=[O:19])(=[O:20])([OH:21])[OH:22]>>[OH:1][c:2]1[c:3]([N+:10](=[O:11])[O-:12])[cH:4][c:5]([C:6]#[N:7])[cH:8][c:9]1[Br:15]. As a reaction SMILES: [CH2:1]([C@@H:5]1[CH2:10][CH2:9][C@H:8]([C:11]([O:13]C)=[O:12])[CH2:7][CH2:6]1)[CH2:2][CH2:3][CH3:4].[OH-].[Na+]>CO.O>[CH2:1]([C@@H:5]1[CH2:10][CH2:9][C@H:8]([C:11]([OH:13])=[O:12])[CH2:7][CH2:6]1)[CH2:2][CH2:3][CH3:4] |f:1.2|. The product is C(CCC)[C@H]1CC[C@H](CC1)C(=O)O (cis-4-n-butylcyclohexanecarboxylic acid). Solvent: O (water), CO (methanol), CO (methanol), CO (methanol). Yield: 75.3%. Procedure: The cis methyl ester (14, 500 mg) was dissolved in methanol (5 ml) and stirred in a nitrogen atmosphere. A solution of NaOH in aqueous methanol (5 ml; 2.4 g NaOH in 30 ml water which was then diluted to 100 ml with methanol) was added and the mixture stirred for 24 hr at room temperature. The methanol was evaporated, water added, and then extracted with heptane (3×). The aqueous fraction was acidified to approximately pH 4 with dilute HCl, saturated with NaCl, and extracted with EtOAC (3×). The ... Reactants: [OH-].[Na+] (NaOH), [OH-].[Na+] (NaOH), C(CCC)[C@H]1CC[C@H](CC1)C(=O)OC (methyl cis-4-n-butycyclohexanecarboxylate). Starting materials: CC(=CCCC(=C)C=C)C (myrcene), C(C)[SiH](CC)CC (triethylsilane), tetraethylammonium μ-hydridebis(pentacarbonylchromium), C(C)[Si](CC)(CC)CC(CCC=C(C)C)=CC (6-(triethylsilyl)methyl-2-methyl-2,6-octadiene). Conditions: temperature 100 celsius. Reaction SMILES: [CH3:1][C:2]([CH3:10])=[CH:3][CH2:4][CH2:5][C:6]([CH:8]=[CH2:9])=[CH2:7].[CH2:11]([SiH:13]([CH2:16][CH3:17])[CH2:14][CH3:15])[CH3:12].C([Si](CC(=CC)CCC=C(C)C)(CC)CC)C>>[CH2:11]([Si:13]([CH2:16][CH3:17])([CH2:14][CH3:15])[CH2:9][CH:8]=[C:6]([CH3:7])[CH2:5][CH2:4][CH:3]=[C:2]([CH3:10])[CH3:1])[CH3:12]. The product is C(C)[Si](CC=C(CCC=C(C)C)C)(CC)CC (8-triethylsilyl-2,6-dimethyl-2,6-octadiene). Yield: 91.0%. Reported procedure: A mixture of 0.170 ml (1.0 mmol) of myrcene, 0.192 ml (1.2 mmol) of triethylsilane, and 5.2 mg (0.01 mmol) of tetraethylammonium μ-hydridebis(pentacarbonylchromium) was heated in a sealed tube at 100° C. for 60 hours while being stirred. GLC analysis of the reaction mixture revealed that 6-(triethylsilyl)methyl-2-methyl-2,6-octadiene and 8-triethylsilyl-2,6-dimethyl-2,6-octadiene were produced at a ratio of about 7:3 in a yield of 91%. 6-(Triethylsilyl)methyl-2-methyl-2,6-octadiene: